describe an organic reaction: reactants, conditions, products, and yield From a dataset of the Open Reaction Database (ORD), a public repository of structured organic reaction records. Reactants: C1COCCN1, COC(=O)C1(C)CC(C)(C)CN1c1nc(Cl)nc(Nc2cc(C3CC3)[nH]n2)n1. Product: COC(=O)C1(C)CC(C)(C)CN1c1nc(Nc2cc(C3CC3)[nH]n2)nc(N2CCOCC2)n1. Reaction SMILES: [CH2:1]1[CH2:2][O:3][CH2:4][CH2:5][NH:6]1.[Cl:7][c:8]1[n:9][c:10]([N:23]2[C:24]([C:30](=[O:31])[O:32][CH3:33])([CH3:34])[CH2:25][C:26]([CH3:28])([CH3:29])[CH2:27]2)[n:11][c:12]([NH:14][c:15]2[n:16][nH:17][c:18]([CH:20]3[CH2:21][CH2:22]3)[cH:19]2)[n:13]1>>[CH2:1]1[CH2:2][O:3][CH2:4][CH2:5][N:6]1[c:8]1[n:9][c:10]([N:23]2[C:24]([C:30](=[O:31])[O:32][CH3:33])([CH3:34])[CH2:25][C:26]([CH3:28])([CH3:29])[CH2:27]2)[n:11][c:12]([NH:14][c:15]2[n:16][nH:17][c:18]([CH:20]3[CH2:21][CH2:22]3)[cH:19]2)[n:13]1. The reactants are COC([C@@H]1N(C[C@@H](C1)O)C1=C(C=CC=C1)[N+](=O)[O-])=O ((2R, 4R)-4-hydroxy-1-(2-nitrophenyl) proline methyl ester), [OH-].[Na+] (sodium hydroxide), Cl (hydrochloric acid), C1(=CC=CC=C1)P(C1=CC=CC=C1)C1=CC=CC=C1 (triphenyl phosphine), N(=NC(=O)OC(C)C)C(=O)OC(C)C (diisopropyl azodicarboxylate). The solvent is C1(=CC=CC=C1)C (toluene), C(C)N(CC)CC (triethylamine), C(C)(=O)O (acetic acid). Conditions: temperature 60 celsius, time 16 hour. Yields the product O[C@H]1C[C@@H](N(C1)C1=C(C=CC=C1)[N+](=O)[O-])C(=O)O ((2R,4S)-4-Hydroxy-1-(2-Nitrophenyl) Proline). Isolated yield 74.9%. RXN SMILES: C[O:2][C:3](=[O:19])[C@H:4]1[CH2:8][C@@H:7]([OH:9])[CH2:6][N:5]1[C:10]1[CH:15]=[CH:14][CH:13]=[CH:12][C:11]=1[N+:16]([O-:18])=[O:17].C1(P(C2C=CC=CC=2)C2C=CC=CC=2)C=CC=CC=1.N(C(OC(C)C)=O)=NC(OC(C)C)=O.[OH-].[Na+].Cl>C(N(CC)CC)C.C(O)(=O)C.C1(C)C=CC=CC=1>[OH:9][C@@H:7]1[CH2:6][N:5]([C:10]2[CH:15]=[CH:14][CH:13]=[CH:12][C:11]=2[N+:16]([O-:18])=[O:17])[C@@H:4]([C:3]([OH:19])=[O:2])[CH2:8]1 |f:3.4|. Reported procedure: To 10 ml of anhydrous toluene, there were added 0.93 g of the (2R, 4R)-4-hydroxy-1-(2-nitrophenyl) proline methyl ester prepared in Reference Example 6, 1.8 g of triphenyl phosphine, 0.42 g of acetic acid and 0.25 g of triethylamine and then 1.4 g of diisopropyl azodicarboxylate was dropwise added to the resulting mixture over one hour with ice-cooling. After stirring the mixture for 16 hours with heating to 60° C. and cooling it to room temperature, 8 ml of a 1.3N sodium hydroxide solution was ... Starting materials: [BH4-], CO, C[Si](C)(C)CCOCn1cnc(-c2cc3nccc(Oc4ccc([N+](=O)[O-])cc4F)c3s2)c1, [Na+], Cl[Ni]Cl. Product: C[Si](C)(C)CCOCn1cnc(-c2cc3nccc(Oc4ccc(N)cc4F)c3s2)c1. Reaction SMILES: [BH4-:34].[CH3:36][OH:37].[F:1][c:2]1[c:3]([O:4][c:5]2[c:6]3[c:7]([n:8][cH:9][cH:10]2)[cH:11][c:12](-[c:14]2[n:15][cH:16][n:17]([CH2:19][O:20][CH2:21][CH2:22][Si:23]([CH3:24])([CH3:25])[CH3:26])[cH:18]2)[s:13]3)[cH:27][cH:28][c:29]([N+:31]([O-:32])=[O:33])[cH:30]1.[Na+:35].[Ni:38]([Cl:39])[Cl:40]>>[F:1][c:2]1[c:3]([O:4][c:5]2[c:6]3[c:7]([n:8][cH:9][cH:10]2)[cH:11][c:12](-[c:14]2[n:15][cH:16][n:17]([CH2:19][O:20][CH2:21][CH2:22][Si:23]([CH3:24])([CH3:25])[CH3:26])[cH:18]2)[s:13]3)[cH:27][cH:28][c:29]([NH2:31])[cH:30]1. Reactants: C(C)OC(C(=O)[C@H]1N(CCC1)C(CCC(N(C)CC1=CC=CC=C1)=O)=O)=O (2-[(2S)-1-[3-(N-benzyl-N-methylcarbamoyl) propanoyl]pyrrolidin-2-yl]-2-oxoacetic acid ethyl ester), C([O-])([O-])=O.[K+].[K+] (potassium carbonate), CO (methanol). The solvent is O (Water), O (water). Reaction conditions: time 1 hour. Product: O.C(C1=CC=CC=C1)N(C(=O)CCC(=O)N1[C@@H](CCC1)C(C(=O)O)=O)C (2-[(2S)-1-[3-(N-benzyl-N-methylcarbamoyl)propanoyl]pyrrolidin-2-yl)-2-oxoacetic acid monohydrate). Yield: 150.4%. As a reaction SMILES: C([O:3][C:4](=[O:27])[C:5]([C@@H:7]1[CH2:11][CH2:10][CH2:9][N:8]1[C:12](=[O:26])[CH2:13][CH2:14][C:15](=[O:25])[N:16]([CH2:18][C:19]1[CH:24]=[CH:23][CH:22]=[CH:21][CH:20]=1)[CH3:17])=[O:6])C.C(=O)([O-])[O-].[K+].[K+].CO>O>[OH2:3].[CH2:18]([N:16]([CH3:17])[C:15]([CH2:14][CH2:13][C:12]([N:8]1[CH2:9][CH2:10][CH2:11][C@H:7]1[C:5](=[O:6])[C:4]([OH:27])=[O:3])=[O:26])=[O:25])[C:19]1[CH:24]=[CH:23][CH:22]=[CH:21][CH:20]=1 |f:1.2.3,6.7|. Procedure details: A mixture of 2-[(2S)-1-[3-(N-benzyl-N-methylcarbamoyl) propanoyl]pyrrolidin-2-yl]-2-oxoacetic acid ethyl ester (626 mg), potassium carbonate (277 mg), methanol (7 ml) and water (4 ml) was stirred for 1 hr. at room temperature. Water was added to the reaction solution. The mixture was extracted with EtOAc. The extract was washed, dried and evaporated to give the title compound (458 mg) having the following physical data: Reactants: FC1=NC=C(C=C1C1=NC(=NC(=N1)C)N(CC1=CC=C(C=C1)OC)CC1=CC=C(C=C1)OC)CC1=CC=C(C=C1)S(=O)(=O)C (4-(2-Fluoro-5-(4-(methylsulfonyl)benzyl)pyridin-3-yl)-N,N-bis(4-methoxybenzyl)-6-methyl-1,3,5-triazin-2-amine), FC=1C=C(C=NC1OC)N (5-fluoro-6-methoxypyridin-3-amine), C[Si](C)(C)[N-][Si](C)(C)C.[Li+] (lithium bis(trimethylsilyl)amide). The solvent is O (water), C1CCOC1 (THF). Run at time 35 minute. Yields the product FC=1C=C(C=NC1OC)NC1=NC=C(C=C1C1=NC(=NC(=N1)C)N(CC1=CC=C(C=C1)OC)CC1=CC=C(C=C1)OC)CC1=CC=C(C=C1)S(=O)(=O)C (4-(2-(5-fluoro-6-methoxypyridin-3-ylamino)-5-(4-(methylsulfonyl)benzyl)pyridin-3-yl)-N,N-bis(4-methoxybenzyl)-6-methyl-1,3,5-triazin-2-amine). The yield is 53.3%. Reaction SMILES: F[C:2]1[C:7]([C:8]2[N:13]=[C:12]([CH3:14])[N:11]=[C:10]([N:15]([CH2:25][C:26]3[CH:31]=[CH:30][C:29]([O:32][CH3:33])=[CH:28][CH:27]=3)[CH2:16][C:17]3[CH:22]=[CH:21][C:20]([O:23][CH3:24])=[CH:19][CH:18]=3)[N:9]=2)=[CH:6][C:5]([CH2:34][C:35]2[CH:40]=[CH:39][C:38]([S:41]([CH3:44])(=[O:43])=[O:42])=[CH:37][CH:36]=2)=[CH:4][N:3]=1.[F:45][C:46]1[CH:47]=[C:48]([NH2:54])[CH:49]=[N:50][C:51]=1[O:52][CH3:53].C[Si]([N-][Si](C)(C)C)(C)C.[Li+]>C1COCC1.O>[F:45][C:46]1[CH:47]=[C:48]([NH:54][C:2]2[C:7]([C:8]3[N:13]=[C:12]([CH3:14])[N:11]=[C:10]([N:15]([CH2:25][C:26]4[CH:27]=[CH:28][C:29]([O:32][CH3:33])=[CH:30][CH:31]=4)[CH2:16][C:17]4[CH:18]=[CH:19][C:20]([O:23][CH3:24])=[CH:21][CH:22]=4)[N:9]=3)=[CH:6][C:5]([CH2:34][C:35]3[CH:36]=[CH:37][C:38]([S:41]([CH3:44])(=[O:43])=[O:42])=[CH:39][CH:40]=3)=[CH:4][N:3]=2)[CH:49]=[N:50][C:51]=1[O:52][CH3:53] |f:2.3|. Procedure details: 4-(2-Fluoro-5-(4-(methylsulfonyl)benzyl)pyridin-3-yl)-N,N-bis(4-methoxybenzyl)-6-methyl-1,3,5-triazin-2-amine (602.4 mg, 0.9816 mmol) and 5-fluoro-6-methoxypyridin-3-amine (159.0 mg, 1.119 mmol) were dissolved in THF (10 mL) and the reaction flask was cooled in an ice water bath. Then, lithium bis(trimethylsilyl)amide (1.0 M solution in tetrahydrofuran, 3.0 mL, 3.0 mmol) was added via syringe, and the reaction was stirred under nitrogen for 35 min. Then, the reaction was diluted with water (20 m... Reactants: CS(=O)(=O)C=1C=C(C#N)C=CC1 (m-methylsulfonylbenzonitrile), C(#N)N=C(N)N (dicyanodiamide), [OH-].[K+] (caustic potash). Solvent: COCCO (methyl cellosolve), O (water). Product: NC1=NC(=NC(=N1)N)C1=CC(=CC=C1)S(=O)(=O)C (2,4-diamino-6-(3-methylsulfonylphenyl)-s-triazine). Reaction SMILES: [CH3:1][S:2]([C:5]1[CH:6]=[C:7]([CH:10]=[CH:11][CH:12]=1)[C:8]#[N:9])(=[O:4])=[O:3].[C:13]([N:15]=[C:16]([NH2:18])[NH2:17])#[N:14].[OH-].[K+]>COCCO.O>[NH2:14][C:13]1[N:15]=[C:16]([NH2:18])[N:17]=[C:8]([C:7]2[CH:10]=[CH:11][CH:12]=[C:5]([S:2]([CH3:1])(=[O:3])=[O:4])[CH:6]=2)[N:9]=1 |f:2.3|. Procedure details: 5.0 g of m-methylsulfonylbenzonitrile (101°-103° C.), 2.8 g of dicyanodiamide and 2.0 g of caustic potash are refluxed in 20 ml of methyl cellosolve for 3 hours. After cooling, the mixture is diluted with water, and the separated crystals are recrystallized from ethanol. Melting point: 228°-289° C.; yield: 4.8 g. The reactants are C(C)(CC)N (sec. butylamine), C1(=CC=CC=2C(C=3C(=CC=CC3C(C12)=O)S(=O)(=O)[O-])=O)S(=O)(=O)[O-].[Na+].[Na+] (sodium anthraquinone-1,5-disulphonate), [N+](=O)([O-])C=1C=C(C=CC1)S(=O)(=O)[O-].[Na+] (sodium m-nitrobenzene-sulphonate), [O-2].[Mg+2] (magnesium oxide), Cl (hydrochloric acid). Reagents/catalysts: S(=O)(=O)([O-])[O-].[Cu+2] (copper sulphate). Solvent: O (water), O (H2O). Yields the product 76.8, C(C)(CC)NC1=CC=CC=2C(C=3C(=CC=CC3C(C12)=O)S(=O)(=O)[O-])=O.[Na+] (sodium 1-sec. -butylamino-anthraquinone-5-sulphonate). The yield is 92.0%. RXN SMILES: [C:1]1([S:21]([O-:24])(=[O:23])=[O:22])[C:14]2[C:13](=[O:15])[C:12]3[CH:11]=[CH:10][CH:9]=[C:8](S([O-])(=O)=O)[C:7]=3[C:6](=[O:20])[C:5]=2[CH:4]=[CH:3][CH:2]=1.[Na+:25].[Na+].[N+:27]([C:30]1[CH:31]=C(S([O-])(=O)=O)C=[CH:34][CH:35]=1)([O-])=O.[Na+].[O-2].[Mg+2].C(N)(CC)C.Cl>S([O-])([O-])(=O)=O.[Cu+2].O>[CH:30]([NH:27][C:8]1[C:7]2[C:6](=[O:20])[C:5]3[CH:4]=[CH:3][CH:2]=[C:1]([S:21]([O-:24])(=[O:23])=[O:22])[C:14]=3[C:13](=[O:15])[C:12]=2[CH:11]=[CH:10][CH:9]=1)([CH2:35][CH3:34])[CH3:31].[Na+:25] |f:0.1.2,3.4,5.6,9.10,12.13|. Procedure: 110 Parts sodium anthraquinone-1,5-disulphonate are heated together with 44 parts sodium m-nitrobenzene-sulphonate, 13 parts magnesium oxide, 1.3 parts copper sulphate. 5 H2O, 386 parts of water and 43.6 parts of sec. butylamine in an autoclave at 130° for 48 hours while stirring. After cooling, the reaction mixture is acidified with hydrochloric acid, the product is filtered off with suction and washed with a 2% sodium chloride solution until neutral. The moist filter cake is dissolved hot in 2... Starting materials: NCCN1CCC(CC1)C=1C=C(C=CC1)NC(C(C)C)=O (N-{3[1-(2-aminoethyl)-4-piperidinyl]phenyl}-2-methylpropanamide), C1(=CC=CC=C1)C(C(=O)Cl)C1=CC=CC=C1 (diphenylacetyl chloride), TEA. Run in C1CCOC1 (THF). Reaction conditions: temperature 23 celsius, time 8 hour. The product is C1(=CC=CC=C1)C(C(=O)NCCN1CCC(CC1)C=1C=C(C=CC1)NC(C(C)C)=O)C1=CC=CC=C1 (N-[3-(1-{2-[(DIPHENYLACETYL)AMINO]ETHYL}-4-PIPERIDINYL)PHENYL]-2-METHYLPROPANAMIDE). Isolated yield 23.6%. Reaction SMILES: [NH2:1][CH2:2][CH2:3][N:4]1[CH2:9][CH2:8][CH:7]([C:10]2[CH:11]=[C:12]([NH:16][C:17](=[O:21])[CH:18]([CH3:20])[CH3:19])[CH:13]=[CH:14][CH:15]=2)[CH2:6][CH2:5]1.[C:22]1([CH:28]([C:32]2[CH:37]=[CH:36][CH:35]=[CH:34][CH:33]=2)[C:29](Cl)=[O:30])[CH:27]=[CH:26][CH:25]=[CH:24][CH:23]=1>C1COCC1>[C:32]1([CH:28]([C:22]2[CH:23]=[CH:24][CH:25]=[CH:26][CH:27]=2)[C:29]([NH:1][CH2:2][CH2:3][N:4]2[CH2:9][CH2:8][CH:7]([C:10]3[CH:11]=[C:12]([NH:16][C:17](=[O:21])[CH:18]([CH3:19])[CH3:20])[CH:13]=[CH:14][CH:15]=3)[CH2:6][CH2:5]2)=[O:30])[CH:33]=[CH:34][CH:35]=[CH:36][CH:37]=1. Reported procedure: A mixture of N-{3[1-(2-aminoethyl)-4-piperidinyl]phenyl}-2-methylpropanamide (20.0 mg, 0.0700 mmol), diphenylacetyl chloride (23.0 mg, 0.110 mmol), and TEA (20.0 mg, 0.140 mmol) in THF (2 mL) was stirred overnight at 23° C. The crude product was purified by preparative TLC using CH2Cl2/MeOH/isopropyl amine (19:1:0.2) to give the desired product (8.0 mg, 47%). 1H NMR (400 MHz, CDCl3) δ 7.53 (s, 1H) 7.37–7.20 (m, 13H), 6.97–6.92 (m, 1H) 6.67 (s, 1H) 4.98 (s, 1H), 3.43 (q, 2H, J=5.9 Hz), 2.90 (d, 2...